Dataset: the Open Reaction Database (ORD), a public repository of structured organic reaction records. Task: describe an organic reaction: reactants, conditions, products, and yield Starting materials: N1=CC=CC2=CC(=CC=C12)C(=O)Cl (6-quinolinoyl chloride), FC=1C=C2C=CC(=CC2=CC1)CN1CCC(CC1)NC(=O)N (N-[[(6-fluoro-2-naphthalenyl)methyl]-4-piperidinyl]urea), N1=CC=CC=C1 (pyridine). Solvent: ClCCCl (1,2-dichloroethane). Yields the product FC=1C=C2C=CC(=CC2=CC1)CN1CCC(CC1)NC(=O)NC(=O)C=1C=C2C=CC=NC2=CC1 (N-[[[1-(6-Fluoro-2-naphthalenylmethyl)-4-piperidinyl]amino]carbonyl]-6-quinoline carboxamide), maleate salt. As a reaction SMILES: [N:1]1[C:10]2[C:5](=[CH:6][C:7]([C:11](Cl)=[O:12])=[CH:8][CH:9]=2)[CH:4]=[CH:3][CH:2]=1.[F:14][C:15]1[CH:16]=[C:17]2[C:22](=[CH:23][CH:24]=1)[CH:21]=[C:20]([CH2:25][N:26]1[CH2:31][CH2:30][CH:29]([NH:32][C:33]([NH2:35])=[O:34])[CH2:28][CH2:27]1)[CH:19]=[CH:18]2.N1C=CC=CC=1>ClCCCl>[F:14][C:15]1[CH:16]=[C:17]2[C:22](=[CH:23][CH:24]=1)[CH:21]=[C:20]([CH2:25][N:26]1[CH2:27][CH2:28][CH:29]([NH:32][C:33]([NH:35][C:11]([C:7]3[CH:6]=[C:5]4[C:10](=[CH:9][CH:8]=3)[N:1]=[CH:2][CH:3]=[CH:4]4)=[O:12])=[O:34])[CH2:30][CH2:31]1)[CH:19]=[CH:18]2. Reported procedure: A mixture of 6-quinolinoyl chloride (4.77 g, 22 mmol), N-[[(6-fluoro-2-naphthalenyl)methyl]-4-piperidinyl]urea (6.02 g, 20 mmol), dry pyridine (2.5 ml) and 1,2-dichloroethane (30 ml) is stirred at reflux for 18 hours. The solution is then cooled, washed with aqueous sodium carbonate solution, dried and evaporated. The residue is crystallised from ethanol to give the title compound, mp 200°-201° C. (softens, maleate salt). Starting materials: O[C@@H]1C([C@@H]2CCC=3C4=CC[C@H]([C@@H](CCC(=O)O)C)[C@]4(CCC3[C@]2(CC1)C)C)(C)C (3β-Hydroxy-4,4-dimethyl-5α-chola-8,14-dien-24-oic acid), B(F)(F)F.CCOCC (boron trifluoride diethyl etherate). Run in C1(CCCCC1)O (cyclohexanol). Run at temperature 57.5 celsius, time 20 hour. The product is C1(CCCCC1)OC(CC[C@@H](C)[C@H]1CC=C2C=3CC[C@H]4C([C@H](CC[C@]4(C)C3CC[C@]12C)O)(C)C)=O (3β-Hydroxy-4,4-dimethyl-5α-chola-8,14-dien-24-oic Acid Cyclohexyl Ester). As a reaction SMILES: [OH:1][C@H:2]1[CH2:25][CH2:24][C@@:23]2([CH3:26])[C@@H:4]([CH2:5][CH2:6][C:7]3[C:8]4[C@:19]([CH3:27])([CH2:20][CH2:21][C:22]=32)[C@@H:11]([C@H:12]([CH3:18])[CH2:13][CH2:14][C:15]([OH:17])=[O:16])[CH2:10][CH:9]=4)[C:3]1([CH3:29])[CH3:28].B(F)(F)F.CCO[CH2:37][CH3:38]>C1(O)CCCCC1>[CH:38]1([O:16][C:15](=[O:17])[CH2:14][CH2:13][C@H:12]([C@@H:11]2[C@:19]3([CH3:27])[C:8]([C:7]4[CH2:6][CH2:5][C@@H:4]5[C@:23]([C:22]=4[CH2:21][CH2:20]3)([CH3:26])[CH2:24][CH2:25][C@H:2]([OH:1])[C:3]5([CH3:28])[CH3:29])=[CH:9][CH2:10]2)[CH3:18])[CH2:37][CH2:4][CH2:3][CH2:2][CH2:25]1 |f:1.2|. Reported procedure: 3β-Hydroxy-4,4-dimethyl-5α-chola-8,14-dien-24-oic acid (0.2 g) is suspended in 10 ml of cyclohexanol, 0.1 ml of boron trifluoride diethyl etherate is added and the mixture is stirred at 55-60° C. for 20 hours. After evaporation to dryness under reduced pressure, the remanens is purified by column chromatography and crystallized from methanol to give the title compound (49 mg). Melting point: 130-132° C. 1H-NMR (CDCl3): δ=5.35 (1H, s); 4.75 (1H, m); 3.24 (1H, m). MS: Calculated: 482.8. Found 482.... The reactants are ClCCCCOC1=CC=C(C(=O)C2=CC=CC=C2)C=C1 (4-(4-chlorobutoxy)benzophenone), C(C)NCC (diethylamine), [I-].[K+] (potassium iodide). The solvent is O (water). Conditions: time 19 hour. Product: C(C)N(CCCCOC1=CC=C(C(=O)C2=CC=CC=C2)C=C1)CC (4-(4-diethylaminobutoxy)benzophenone). As a reaction SMILES: Cl[CH2:2][CH2:3][CH2:4][CH2:5][O:6][C:7]1[CH:20]=[CH:19][C:10]([C:11]([C:13]2[CH:18]=[CH:17][CH:16]=[CH:15][CH:14]=2)=[O:12])=[CH:9][CH:8]=1.[CH2:21]([NH:23][CH2:24][CH3:25])[CH3:22].[I-].[K+]>O>[CH2:21]([N:23]([CH2:24][CH3:25])[CH2:2][CH2:3][CH2:4][CH2:5][O:6][C:7]1[CH:20]=[CH:19][C:10]([C:11]([C:13]2[CH:18]=[CH:17][CH:16]=[CH:15][CH:14]=2)=[O:12])=[CH:9][CH:8]=1)[CH3:22] |f:2.3|. Procedure details: Combine 4-(4-chlorobutoxy)benzophenone (740 g, 1.59 mol), diethylamine (3.7 L), and potassium iodide (50 g) in water (3.7 L). Heat to reflux. After 19 hours, evaporate the reaction mixture in vacuo to give an aqueous residue. Extract two times with ethyl acetate. Extract the combined organic layers with aqueous 10% hydrochloric acid solution and separate the acidic aqueous layer. Combine the acidic aqueous layer and ethyl acetate. Slowly add aqueous 10% sodium hydroxide solution until the pH of ... Reactants: O1C=C(C=C1)C(=O)Cl (3-Furoyl chloride), ClC1=C(C=CC=C1Cl)OC (2,3-dichloro anisole), [Al+3].[Cl-].[Cl-].[Cl-] (AlCl3). The solvent is C(=S)=S (CS2). Product: O1C=C(C=C1)C(=O)C1=C(C(=C(C=C1)OC)Cl)Cl (4-(3-furoyl)-2,3-dichloroanisole). As a reaction SMILES: [O:1]1[CH:5]=[CH:4][C:3]([C:6](Cl)=[O:7])=[CH:2]1.[Cl:9][C:10]1[C:15]([Cl:16])=[CH:14][CH:13]=[CH:12][C:11]=1[O:17][CH3:18].[Al+3].[Cl-].[Cl-].[Cl-]>C(=S)=S>[O:1]1[CH:5]=[CH:4][C:3]([C:6]([C:14]2[CH:13]=[CH:12][C:11]([O:17][CH3:18])=[C:10]([Cl:9])[C:15]=2[Cl:16])=[O:7])=[CH:2]1 |f:2.3.4.5|. Procedure details: 3-Furoyl chloride (18.0 g) and 2,3-dichloro anisole (24.7 g) are dissolved in 125 ml of CS2 and treated with AlCl3 (18.7 g), first at 5° C. and then at room temperature. After five hours the reaction is quenched with ice/HCl and extracted with CH2Cl2. Drying and evaporation gives a crystalline product that is triturated with hexane to yield 4-(3-furoyl)-2,3-dichloroanisole, mp 118°-122° C. Reactants: COC(=O)C1CCCN1Cc1cccc(C(=O)OC(C)(C)C)c1N(C)S(=O)(=O)c1ccc(OC)cc1, ClCCl, O=C(O)C(F)(F)F. Yields the product COC(=O)C1CCCN1Cc1cccc(C(=O)O)c1N(C)S(=O)(=O)c1ccc(OC)cc1. RXN SMILES: [CH3:1][O:2][C:3](=[O:4])[CH:5]1[N:6]([CH2:10][c:11]2[c:12]([N:24]([CH3:25])[S:26](=[O:27])(=[O:28])[c:29]3[cH:30][cH:31][c:32]([O:35][CH3:36])[cH:33][cH:34]3)[c:13]([C:17](=[O:18])[O:19][C:20]([CH3:21])([CH3:22])[CH3:23])[cH:14][cH:15][cH:16]2)[CH2:7][CH2:8][CH2:9]1.[Cl:44][CH2:45][Cl:46].[OH:37][C:38]([C:39]([F:40])([F:41])[F:42])=[O:43]>>[CH3:1][O:2][C:3](=[O:4])[CH:5]1[N:6]([CH2:10][c:11]2[c:12]([N:24]([CH3:25])[S:26](=[O:27])(=[O:28])[c:29]3[cH:30][cH:31][c:32]([O:35][CH3:36])[cH:33][cH:34]3)[c:13]([C:17](=[O:18])[OH:19])[cH:14][cH:15][cH:16]2)[CH2:7][CH2:8][CH2:9]1.